Dataset: the Open Reaction Database (ORD), a public repository of structured organic reaction records. Task: describe an organic reaction: reactants, conditions, products, and yield Starting materials: C(C)(C)(C)C1=CC=C(C=C1)S(=O)(=O)N1CC2=C(NC3=C1C=C(C=C3)C(=O)NN)N=C(C=C2)C(F)(F)F (6-[(4-tert-butylphenyl)sulfonyl]-2-(trifluoromethyl)-6,11-dihydro-5H-pyrido[2,3-b][1,5]benzodiazepine-8-carbohydrazide), C(C)(C)(C)C1=CC=C(C=C1)S(=O)(=O)N1CC2=C(NC3=C1C=C(C=C3)C(=O)NN)N=C(C=C2)C(F)(F)F (6-[(4-tert-butylphenyl)sulfonyl]-2-(trifluoromethyl)-6,11-dihydro-5H-pyrido[2,3-b][1,5]benzodiazepine-8-carbohydrazide), C(C)OC(OCC)OCC (triethylorthoformate), C1(=CC=C(C=C1)S(=O)(=O)O)C (p-toluenesulfonic acid), Cl (HCl). Reaction conditions: time 2 hour. Yields the product C(C)(C)(C)C1=CC=C(C=C1)S(=O)(=O)N1CC2=C(NC3=C1C=C(C=C3)C=3OC=NN3)N=C(C=C2)C(F)(F)F (6-[(4-tert-Butylphenyl)sulfonyl]-8-(1,3,4-oxadiazol-2-yl)-2-(trifluoromethyl)-6,11-dihydro-5H-pyrido[2,3-b][1,5]benzodiazepine). Reaction SMILES: [C:1]([C:5]1[CH:10]=[CH:9][C:8]([S:11]([N:14]2[C:20]3[CH:21]=[C:22]([C:25]([NH:27][NH2:28])=[O:26])[CH:23]=[CH:24][C:19]=3[NH:18][C:17]3[N:29]=[C:30]([C:33]([F:36])([F:35])[F:34])[CH:31]=[CH:32][C:16]=3[CH2:15]2)(=[O:13])=[O:12])=[CH:7][CH:6]=1)([CH3:4])([CH3:3])[CH3:2].[CH2:37](OC(OCC)OCC)C.C1(C)C=CC(S(O)(=O)=O)=CC=1.Cl>>[C:1]([C:5]1[CH:6]=[CH:7][C:8]([S:11]([N:14]2[C:20]3[CH:21]=[C:22]([C:25]4[O:26][CH:37]=[N:28][N:27]=4)[CH:23]=[CH:24][C:19]=3[NH:18][C:17]3[N:29]=[C:30]([C:33]([F:35])([F:36])[F:34])[CH:31]=[CH:32][C:16]=3[CH2:15]2)(=[O:13])=[O:12])=[CH:9][CH:10]=1)([CH3:4])([CH3:2])[CH3:3]. Reported procedure: A mixture of 6-[(4-tert-butylphenyl)sulfonyl]-2-(trifluoromethyl)-6,11-dihydro-5H-pyrido[2,3-b][1,5]benzodiazepine-8-carbohydrazide (intermediate 57, 0.023 g, 0.0443 mmol), triethylorthoformate (0.25 mL), and p-toluenesulfonic acid (5 mg) was stirred at rt for 2 h. Aqueous 1N HCl was added and stirring continued for 45 min. The reaction was quenched with saturated aqueous NaHCO3, and the product was extracted with EtOAc. The combined extracts were washed with brine, dried (MgSO4) and concentrate... The reactants are N#Cc1cc(N)ccc1N1CCC(N2CCOCC2)CC1, Cc1c(C(=O)O)cnn1-c1ccccc1. The product is Cc1c(C(=O)Nc2ccc(N3CCC(N4CCOCC4)CC3)c(C#N)c2)cnn1-c1ccccc1. RXN SMILES: [NH2:16][c:17]1[cH:18][cH:19][c:20]([N:25]2[CH2:26][CH2:27][CH:28]([N:31]3[CH2:32][CH2:33][O:34][CH2:35][CH2:36]3)[CH2:29][CH2:30]2)[c:21]([C:22]#[N:23])[cH:24]1.[c:1]1(-[n:7]2[n:8][cH:9][c:10]([C:13](=[O:14])[OH:15])[c:11]2[CH3:12])[cH:2][cH:3][cH:4][cH:5][cH:6]1>>[c:1]1(-[n:7]2[n:8][cH:9][c:10]([C:13](=[O:15])[NH:16][c:17]3[cH:18][cH:19][c:20]([N:25]4[CH2:26][CH2:27][CH:28]([N:31]5[CH2:32][CH2:33][O:34][CH2:35][CH2:36]5)[CH2:29][CH2:30]4)[c:21]([C:22]#[N:23])[cH:24]3)[c:11]2[CH3:12])[cH:2][cH:3][cH:4][cH:5][cH:6]1.